Task: describe an organic reaction: reactants, conditions, products, and yield. Dataset: the Open Reaction Database (ORD), a public repository of structured organic reaction records Reactants: OCCCCCCCCCCCCN1C(C=2C(C1=O)=CC=CC2)=O (N-(12-hydroxydodecyl)phthalimide), O.NN (hydrazine monohydrate). The solvent is CO (methanol). Yields the product NCCCCCCCCCCCCO (12-Aminododecanol). Yield: 74.1%. RXN SMILES: [OH:1][CH2:2][CH2:3][CH2:4][CH2:5][CH2:6][CH2:7][CH2:8][CH2:9][CH2:10][CH2:11][CH2:12][CH2:13][N:14]1C(=O)C2=CC=CC=C2C1=O.O.NN>CO>[NH2:14][CH2:13][CH2:12][CH2:11][CH2:10][CH2:9][CH2:8][CH2:7][CH2:6][CH2:5][CH2:4][CH2:3][CH2:2][OH:1] |f:1.2|. Procedure: In 600 ml of methanol was dissolved while warming 48.0 g of N-(12-hydroxydodecyl)phthalimide, 50 ml of hydrazine monohydrate was added at room temperature with stirring and the mixture was stirred overnight. The crystal thus separated out was filtered off and the solvent was distilled off. The residue was extracted with hot chloroform and insolubles were filtered off. The filtrate was distilled, the residue was extracted with hot chloroform (100 ml×3) and then the solvent was distilled off. The ... The reactants are Cl.N[C@@H](C[C@H](C(=O)OCC)C)CC1=CC=C(C=C1)C1=CC=CC=C1 ((2R,4S)-ethyl 4-amino-5-(biphenyl-4-yl)-2-methylpentanoate hydrochloride salt), COC=1SC(=CN1)C(=O)O (2-methoxythiazole-5-carboxylic acid), C1=CC2=C(N=C1)N(N=N2)O (HOAt), CCN=C=NCCCN(C)C (EDCI), TEA. The solvent is CN(C)C=O (DMF). Reaction conditions: time 15 minute. The product is C1(=CC=C(C=C1)C[C@H](C[C@H](C(=O)OCC)C)NC(=O)C1=CN=C(S1)OC)C1=CC=CC=C1 ((2R,4S)-ethyl 5-(biphenyl-4-yl)-4-(2-methoxythiazole-5-carboxamido)-2-methylpentanoate). RXN SMILES: [CH3:1][O:2][C:3]1[S:4][C:5]([C:8]([OH:10])=O)=[CH:6][N:7]=1.C1C=NC2N(O)N=NC=2C=1.CCN=C=NCCCN(C)C.Cl.[NH2:33][C@H:34]([CH2:43][C:44]1[CH:49]=[CH:48][C:47]([C:50]2[CH:55]=[CH:54][CH:53]=[CH:52][CH:51]=2)=[CH:46][CH:45]=1)[CH2:35][C@@H:36]([CH3:42])[C:37]([O:39][CH2:40][CH3:41])=[O:38]>CN(C=O)C>[C:47]1([C:50]2[CH:51]=[CH:52][CH:53]=[CH:54][CH:55]=2)[CH:46]=[CH:45][C:44]([CH2:43][C@@H:34]([NH:33][C:8]([C:5]2[S:4][C:3]([O:2][CH3:1])=[N:7][CH:6]=2)=[O:10])[CH2:35][C@@H:36]([CH3:42])[C:37]([O:39][CH2:40][CH3:41])=[O:38])=[CH:49][CH:48]=1 |f:3.4|. Reported procedure: To a solution of 2-methoxythiazole-5-carboxylic acid (101 mg, 0.64 mmol) in DMF (6 mL) is added HOAt (107 mg, 0.58 mmol), EDCI (133 mg, 0.69 mmol), and TEA (0.48 mL, 3.47 mmol). The crude is stirred at room temperature for 15 mins. To this crude is added (2R,4S)-ethyl 4-amino-5-(biphenyl-4-yl)-2-methylpentanoate hydrochloride salt. The crude is stirred at room temperature for overnight. The crude is quenched with 1 N HCl and water, diluted in EtOAc. The organic layer is washed with brine, dried ... Starting materials: OCC1=CC=2NC([C@H]3N(C2N=C1)CCSC3)=O ((R)-3-(hydroxymethyl)-6a,7,9,10-tetrahydropyrido[3,2-e][1,4]thiazino[4,3-a]pyrazin-6(5H)-one), N1(CCNCC1)C1=CC=C(C#N)C=C1 (4-(piperazin-1-yl)benzonitrile), [I-].C(#N)C[P+](C)(C)C ((cyanomethyl)trimethylphosphonium iodide), C(C)N(C(C)C)C(C)C (N-ethyl-N-isopropylpropan-2-amine). Run in C(CC)#N (propionitrile). Run at temperature 90 celsius, time 16 hour. Yields the product O=C1[C@H]2N(C3=C(N1)C=C(C=N3)CN3CCN(CC3)C3=CC=C(C#N)C=C3)CCSC2 ((R)-4-(4-((6-oxo-5,6,6a,7,9,10-hexahydropyrido[3,2-e][1,4]thiazino[4,3-a]pyrazin-3-yl)methyl)piperazin-1-yl)benzonitrile). The yield is 26.9%. RXN SMILES: O[CH2:2][C:3]1[CH:12]=[N:11][C:10]2[N:9]3[CH2:13][CH2:14][S:15][CH2:16][C@H:8]3[C:7](=[O:17])[NH:6][C:5]=2[CH:4]=1.[I-].C(C[P+](C)(C)C)#N.C(N(C(C)C)C(C)C)C.[N:35]1([C:41]2[CH:48]=[CH:47][C:44]([C:45]#[N:46])=[CH:43][CH:42]=2)[CH2:40][CH2:39][NH:38][CH2:37][CH2:36]1>C(#N)CC>[O:17]=[C:7]1[NH:6][C:5]2[CH:4]=[C:3]([CH2:2][N:38]3[CH2:37][CH2:36][N:35]([C:41]4[CH:42]=[CH:43][C:44]([C:45]#[N:46])=[CH:47][CH:48]=4)[CH2:40][CH2:39]3)[CH:12]=[N:11][C:10]=2[N:9]2[CH2:13][CH2:14][S:15][CH2:16][C@@H:8]12 |f:1.2|. Procedure details: (R)-3-(hydroxymethyl)-6a,7,9,10-tetrahydropyrido[3,2-e][1,4]thiazino[4,3-a]pyrazin-6(5H)-one (80.0 mg, 0.318 mmol) was suspended in propionitrile (0.8 mL) and (cyanomethyl)trimethylphosphonium iodide (93.0 mg, 0.382 mmol) was added followed by N-ethyl-N-isopropylpropan-2-amine (167 ul, 0.955 mmol). To the stirred mixture was then added 4-(piperazin-1-yl)benzonitrile (59.6 mg, 0.318 mmol). The reaction was heated to 90° C. with stirring for 16 h. The reaction was cooled to room temperature and le... Reactants: ClC=1C(=NC(=C(N1)OC1=CC(=CC=C1)[N+](=O)[O-])C(C)(C)O)C(=O)N (3-chloro-6-(2-hydroxypropan-2-yl)-5-(3-nitrophenoxy)pyrazine-2-carboxamide), CN1CCN(CC1)C1=CC=C(N)C=C1 (4-(4-methylpiperazin-1-yl)aniline), C1(CCCCC1)P(C1=C(C=CC=C1)C1=C(C=C(C=C1C(C)C)C(C)C)C(C)C)C1CCCCC1 (dicyclohexyl (2′,4′,6′-triisopropylbiphenyl-2-yl)phosphine), C([O-])([O-])=O.[K+].[K+] (potassium carbonate). Reagents/catalysts: C=1C=CC(=CC1)/C=C/C(=O)/C=C/C2=CC=CC=C2.C=1C=CC(=CC1)/C=C/C(=O)/C=C/C2=CC=CC=C2.C=1C=CC(=CC1)/C=C/C(=O)/C=C/C2=CC=CC=C2.[Pd].[Pd] (tris(dibenzylideneacetone)dipalladium). Solvent: C(Cl)(Cl)Cl (chloroform), C(C)(C)(C)O (tert-butanol). Reaction conditions: temperature 80 celsius, time 5 day. Yields the product OC(C)(C)C1=C(N=C(C(=N1)C(=O)N)NC1=CC=C(C=C1)N1CCN(CC1)C)OC1=CC(=CC=C1)[N+](=O)[O-] (6-(2-hydroxypropan-2-yl)-3-{[4-(4-methylpiperazin-1-yl)phenyl]amino}-5-(3-nitrophenoxy)pyrazine-2-carboxamide). The yield is 21.1%. RXN SMILES: Cl[C:2]1[C:3]([C:22]([NH2:24])=[O:23])=[N:4][C:5]([C:18]([OH:21])([CH3:20])[CH3:19])=[C:6]([O:8][C:9]2[CH:14]=[CH:13][CH:12]=[C:11]([N+:15]([O-:17])=[O:16])[CH:10]=2)[N:7]=1.[CH3:25][N:26]1[CH2:31][CH2:30][N:29]([C:32]2[CH:38]=[CH:37][C:35]([NH2:36])=[CH:34][CH:33]=2)[CH2:28][CH2:27]1.C1(P(C2CCCCC2)C2C=CC=CC=2C2C(C(C)C)=CC(C(C)C)=CC=2C(C)C)CCCCC1.C(=O)([O-])[O-].[K+].[K+]>C(Cl)(Cl)Cl.C1C=CC(/C=C/C(/C=C/C2C=CC=CC=2)=O)=CC=1.C1C=CC(/C=C/C(/C=C/C2C=CC=CC=2)=O)=CC=1.C1C=CC(/C=C/C(/C=C/C2C=CC=CC=2)=O)=CC=1.[Pd].[Pd].C(O)(C)(C)C>[OH:21][C:18]([C:5]1[N:4]=[C:3]([C:22]([NH2:24])=[O:23])[C:2]([NH:36][C:35]2[CH:34]=[CH:33][C:32]([N:29]3[CH2:28][CH2:27][N:26]([CH3:25])[CH2:31][CH2:30]3)=[CH:38][CH:37]=2)=[N:7][C:6]=1[O:8][C:9]1[CH:14]=[CH:13][CH:12]=[C:11]([N+:15]([O-:17])=[O:16])[CH:10]=1)([CH3:20])[CH3:19] |f:3.4.5,7.8.9.10.11|. Procedure details: A mixture of 3-chloro-6-(2-hydroxypropan-2-yl)-5-(3-nitrophenoxy)pyrazine-2-carboxamide (1 g), 4-(4-methylpiperazin-1-yl)aniline (542 mg), tris(dibenzylideneacetone)dipalladium (0) (130 mg), dicyclohexyl (2′,4′,6′-triisopropylbiphenyl-2-yl)phosphine (135 mg), potassium carbonate (1.29 g), and tert-butanol (5 mL) was stirred at 80° C. for 5 days. The reaction mixture was left to be cooled and then diluted with chloroform, and the insoluble matter was separated by filtration. The filtrate was conc... Starting materials: resultant mixture, C1(CCCC1)NC1=C(C=CC=2N1N=C(C2C2=NC(=NC=C2)NC2CCCC2)C2=CC=C(C=C2)F)C(=O)OCC (ethyl 7-(cyclopentylamino)-3-[2-(cyclopentylamino)-4-pyrimidinyl]-2-(4-fluorophenyl)pyrazolo[1,5-a]pyridine-6-carboxylate), [H-].C(C(C)C)[Al+]CC(C)C (diisobutylaluminum hydride), CCOCC (ether), [C@@H]([C@H](C(=O)[O-])O)(C(=O)[O-])O.[Na+].[K+] (Rochelle's salt). The solvent is ClCCl (dichloromethane). Run at temperature -78 celsius, time 2 hour. Yields the product C1(CCCC1)NC1=C(C=CC=2N1N=C(C2C2=NC(=NC=C2)NC2CCCC2)C2=CC=C(C=C2)F)CO ([7-(cyclopentylamino)-3-[2-(cyclopentylamino)-4-pyrimidinyl]-2-(4-fluorophenyl)pyrazolo-[1,5-a]pyridin-6-yl]methanol). The yield is 58.4%. Reaction SMILES: [CH:1]1([NH:6][C:7]2[N:12]3[N:13]=[C:14]([C:28]4[CH:33]=[CH:32][C:31]([F:34])=[CH:30][CH:29]=4)[C:15]([C:16]4[CH:21]=[CH:20][N:19]=[C:18]([NH:22][CH:23]5[CH2:27][CH2:26][CH2:25][CH2:24]5)[N:17]=4)=[C:11]3[CH:10]=[CH:9][C:8]=2[C:35](OCC)=[O:36])[CH2:5][CH2:4][CH2:3][CH2:2]1.[H-].C([Al+]CC(C)C)C(C)C.CCOCC.[C@H](O)(C([O-])=O)[C@@H](O)C([O-])=O.[Na+].[K+]>ClCCl>[CH:1]1([NH:6][C:7]2[N:12]3[N:13]=[C:14]([C:28]4[CH:29]=[CH:30][C:31]([F:34])=[CH:32][CH:33]=4)[C:15]([C:16]4[CH:21]=[CH:20][N:19]=[C:18]([NH:22][CH:23]5[CH2:24][CH2:25][CH2:26][CH2:27]5)[N:17]=4)=[C:11]3[CH:10]=[CH:9][C:8]=2[CH2:35][OH:36])[CH2:2][CH2:3][CH2:4][CH2:5]1 |f:1.2,4.5.6|. Reported procedure: To a cold (−78° C.) solution of ethyl 7-(cyclopentylamino)-3-[2-(cyclopentylamino)-4-pyrimidinyl]-2-(4-fluorophenyl)pyrazolo[1,5-a]pyridine-6-carboxylate (50 mg, 0.095 mmol) in dichloromethane (1 mL) was added diisobutylaluminum hydride (490 μL, 1.0 M in hexanes, 0.49 mmol). The reaction mixture was stirred at −78° C. for 2 hours then poured into a stirring mixture of ether and aqueous Rochelle's salt (sodium potassium tartrate) solution. The resultant mixture was stirred at room temperature for... The reactants are [Cl-].[Al+3].[Cl-].[Cl-] (aluminium chloride), C=CC(C)=C (isoprene), O=C(C)C=C(C)C (mesityl oxide). The solvent is C1=CC=CC=C1 (benzene), C1=CC=CC=C1 (benzene). Reaction conditions: time 30 minute. Product: CC1=CCC(C(C1)(C)C)C(C)=O (1,5,5-trimethyl-4-acetyl-cyclohex-1-ene). The yield is 75.0%. As a reaction SMILES: [Cl-].[Al+3].[Cl-].[Cl-].[O:5]=[C:6]([CH:8]=[C:9]([CH3:11])[CH3:10])[CH3:7].[CH2:12]=[CH:13][C:14](=[CH2:16])[CH3:15]>C1C=CC=CC=1>[CH3:16][C:14]1[CH2:15][C:9]([CH3:11])([CH3:10])[CH:8]([C:6](=[O:5])[CH3:7])[CH2:12][CH:13]=1 |f:0.1.2.3|. Procedure details: A flask is charged with 63 g of aluminium chloride and 2160 ml of anhydrous benzene. The apparatus is filled with nitrogen and 441 g of mesityl oxide are added, whilst stirring and maintaining the temperature of the mixture at +15°. The mixture is then left for 30 minutes at this temperature, whilst stirring. 1224 g of isoprene dissolved in 1800 ml of anhydrous benzene are then added in the course of 1 hour at +15°. Reaction is then effected for 20 hours at 16° followed by 6 hours at +25°, with ... The reactants are COCCCNc1ccc(N)cn1, O=C(O)c1nc(-c2ccccc2)oc1C(F)(F)F. The product is COCCCNc1ccc(NC(=O)c2nc(-c3ccccc3)oc2C(F)(F)F)cn1. RXN SMILES: [CH3:19][O:20][CH2:21][CH2:22][CH2:23][NH:24][c:25]1[n:26][cH:27][c:28]([NH2:31])[cH:29][cH:30]1.[c:1]1(-[c:7]2[o:8][c:9]([C:15]([F:16])([F:17])[F:18])[c:10]([C:12](=[O:13])[OH:14])[n:11]2)[cH:2][cH:3][cH:4][cH:5][cH:6]1>>[c:1]1(-[c:7]2[o:8][c:9]([C:15]([F:16])([F:17])[F:18])[c:10]([C:12](=[O:14])[NH:31][c:28]3[cH:27][n:26][c:25]([NH:24][CH2:23][CH2:22][CH2:21][O:20][CH3:19])[cH:30][cH:29]3)[n:11]2)[cH:2][cH:3][cH:4][cH:5][cH:6]1. Starting materials: CC(=O)CC(C)C, O=c1c2ccccc2nc(-c2ccccc2)n1CCCl, [I-], [K+], c1ccc2c(C3CCNCC3)c[nH]c2c1, [Na+], [Na+], O=C([O-])[O-]. RXN SMILES: [CH3:44][CH:45]([CH3:46])[CH2:47][C:48](=[O:49])[CH3:50].[Cl:1][CH2:2][CH2:3][n:4]1[c:5](-[c:15]2[cH:16][cH:17][cH:18][cH:19][cH:20]2)[n:6][c:7]2[cH:8][cH:9][cH:10][cH:11][c:12]2[c:13]1=[O:14].[I-:43].[K+:42].[NH:21]1[CH2:22][CH2:23][CH:24]([c:27]2[cH:28][nH:29][c:30]3[cH:31][cH:32][cH:33][cH:34][c:35]23)[CH2:25][CH2:26]1.[Na+:36].[Na+:37].[O-:38][C:39](=[O:40])[O-:41]>>[CH2:2]([CH2:3][n:4]1[c:5](-[c:15]2[cH:16][cH:17][cH:18][cH:19][cH:20]2)[n:6][c:7]2[cH:8][cH:9][cH:10][cH:11][c:12]2[c:13]1=[O:14])[N:21]1[CH2:22][CH2:23][CH:24]([c:27]2[cH:28][nH:29][c:30]3[cH:31][cH:32][cH:33][cH:34][c:35]23)[CH2:25][CH2:26]1. Yields the product O=c1c2ccccc2nc(-c2ccccc2)n1CCN1CCC(c2c[nH]c3ccccc23)CC1.